Dataset: the Open Reaction Database (ORD), a public repository of structured organic reaction records. Task: describe an organic reaction: reactants, conditions, products, and yield Reactants: C(C)(C)C1=C(N)C(=CC=C1)C(C)C (2,6-diisopropylaniline), C1N2CN3CN1CN(C2)C3 (hexamethylenetetramine), C(C)(=O)O (acetic acid). The solvent is O (water), O (water). Run at temperature 120 celsius, time 3 hour. The product is NC1=C(C=C(C=O)C=C1C(C)C)C(C)C (4-amino-3,5-diisopropylbenzaldehyde). Isolated yield 92.0%. Reaction SMILES: [CH:1]([C:4]1[CH:10]=[CH:9][CH:8]=[C:7]([CH:11]([CH3:13])[CH3:12])[C:5]=1[NH2:6])([CH3:3])[CH3:2].C1N2CN3CN(C2)CN1C3.[C:24](O)(=[O:26])C>O>[NH2:6][C:5]1[C:4]([CH:1]([CH3:3])[CH3:2])=[CH:10][C:9]([CH:24]=[O:26])=[CH:8][C:7]=1[CH:11]([CH3:13])[CH3:12]. Reported procedure: To a solution of 2,6-diisopropylaniline (10.0 g, 56.4 mmol) in acetic acid (160 ml) were added water (40 ml) and hexamethylenetetramine (15.8 g, 0.113 mol) and stirred at 120° C. for 3 hours. The reaction solution was diluted with water and extracted with chloroform. The organic layer was washed with a saturated sodium chloride solution, dried over anhydrous sodium sulfate and concentrated in vacuo. The resulting residue was purified by a silica gel column chromatography (silica gel 200 g, devel... The reactants are Cc1cc(C)cc(-c2c(OCCC3CCCCN3C(=O)OC(C)(C)C)c3cc(NS(=O)(=O)c4cccs4)c(Cl)cc3[nH]c2=O)c1, ClCCl, COc1ccccc1, O=C(O)C(F)(F)F. The product is Cc1cc(C)cc(-c2c(OCCC3CCCCN3)c3cc(NS(=O)(=O)c4cccs4)c(Cl)cc3[nH]c2=O)c1. As a reaction SMILES: [C:1]([O:2][C:3](=[O:4])[N:8]1[CH:9]([CH2:14][CH2:15][O:16][c:17]2[c:18](-[c:38]3[cH:39][c:40]([CH3:45])[cH:41][c:42]([CH3:44])[cH:43]3)[c:19](=[O:37])[nH:20][c:21]3[cH:22][c:23]([Cl:36])[c:24]([NH:27][S:28](=[O:29])(=[O:30])[c:31]4[s:32][cH:33][cH:34][cH:35]4)[cH:25][c:26]23)[CH2:10][CH2:11][CH2:12][CH2:13]1)([CH3:5])([CH3:6])[CH3:7].[CH2:61]([Cl:62])[Cl:63].[CH3:46][O:47][c:48]1[cH:49][cH:50][cH:51][cH:52][cH:53]1.[OH:54][C:55]([C:56]([F:57])([F:58])[F:59])=[O:60]>>[NH:8]1[CH:9]([CH2:14][CH2:15][O:16][c:17]2[c:18](-[c:38]3[cH:39][c:40]([CH3:45])[cH:41][c:42]([CH3:44])[cH:43]3)[c:19](=[O:37])[nH:20][c:21]3[cH:22][c:23]([Cl:36])[c:24]([NH:27][S:28](=[O:29])(=[O:30])[c:31]4[s:32][cH:33][cH:34][cH:35]4)[cH:25][c:26]23)[CH2:10][CH2:11][CH2:12][CH2:13]1.